From a dataset of the Open Reaction Database (ORD), a public repository of structured organic reaction records. describe an organic reaction: reactants, conditions, products, and yield Starting materials: OC1=CC2=C(CCO2)C=C1C1C(N(C=2C1=C1C=CC=NC1=CC2)CC2=CC=C(C=C2)OC)=O (1-(6-hydroxy-2,3-dihydro-1-benzofuran-5-yl)-3-(4-methoxybenzyl)-1,3-dihydro-2H-pyrrolo[3,2-f]quinolin-2-one), C1(=CC=CC=C1)C(N1C(C(C2=CC=CC=C12)C1=C(C=C(C(=C1)C)OC)O)=O)C1=CC=CC=C1 (1-(diphenylmethyl)-3-(2-hydroxy-4-methoxy-5-methylphenyl)-1,3-dihydro-2H-indol-2-one). Yields the product COC1=CC=C(CN2C(C3(C4=C5C=CC=NC5=CC=C42)C4=C(OC3)C=C3OCCC3=C4)=O)C=C1 (3′-(4-methoxybenzyl)-5,6-dihydrospiro[benzo[1,2-b:5,4-b′]difuran-3,1′-pyrrolo[3,2-f]quinolin]-2′(3′H)-one). Reaction SMILES: [OH:1][C:2]1[C:10]([CH:11]2[C:15]3=[C:16]4[C:21](=[CH:22][CH:23]=[C:14]3[N:13]([CH2:24][C:25]3[CH:30]=[CH:29][C:28]([O:31][CH3:32])=[CH:27][CH:26]=3)[C:12]2=[O:33])[N:20]=[CH:19][CH:18]=[CH:17]4)=[CH:9][C:5]2[CH2:6][CH2:7][O:8][C:4]=2[CH:3]=1.[C:34]1(C(C2C=CC=CC=2)N2C3C(=CC=CC=3)C(C3C=C(C)C(OC)=CC=3O)C2=O)C=CC=CC=1>>[CH3:32][O:31][C:28]1[CH:29]=[CH:30][C:25]([CH2:24][N:13]2[C:14]3[C:15](=[C:16]4[C:21](=[CH:22][CH:23]=3)[N:20]=[CH:19][CH:18]=[CH:17]4)[C:11]3([CH2:34][O:1][C:2]4[CH:3]=[C:4]5[C:5](=[CH:9][C:10]3=4)[CH2:6][CH2:7][O:8]5)[C:12]2=[O:33])=[CH:26][CH:27]=1. Procedure details: Following the procedure as described in EXAMPLE 2 and making non-critical variations using 1-(6-hydroxy-2,3-dihydro-1-benzofuran-5-yl)-3-(4-methoxybenzyl)-1,3-dihydro-2H-pyrrolo[3,2-f]quinolin-2-one to replace 1-(diphenylmethyl)-3-(2-hydroxy-4-methoxy-5-methylphenyl)-1,3-dihydro-2H-indol-2-one, 3′-(4-methoxybenzyl)-5,6-dihydrospiro[benzo[1,2-b:5,4-b′]difuran-3,1′-pyrrolo[3,2-f]quinolin]-2′(3′H)-one was obtained (9%) as a yellow solid: mp 169-170° C.; 1H NMR (300 MHz, CDCl3) δ 8.75 (s, 1H), 8.10 ...